Dataset: the Open Reaction Database (ORD), a public repository of structured organic reaction records. Task: describe an organic reaction: reactants, conditions, products, and yield Reactants: N1(CCCC1)CCCOC1=CC=C(C=C1)C1(CCOCC1)CN ({4-[4-(3-pyrrolidin-1-ylpropoxy)phenyl]tetrahydropyran-4-yl}methylamine), ClC1=NC=CC=N1 (2-chloropyrimidine), C(C)(C)N(C(C)C)CC (N,N-diisopropylethylamine). The product is N1(CCCC1)CCCOC1=CC=C(C=C1)C1(CCOCC1)CNC1=NC=CC=N1 (N-{[4-(4-(3-Pyrrolidin-1-ylpropoxy)phenyl)tetrahydro-2H-pyran-4-yl]methyl}pyrimidin-2-amine). Solvent: CN1C(CCC1)=O (N-methylpyrrolidinone). Yield: 17.7%. Run at temperature 180 celsius. RXN SMILES: [N:1]1([CH2:6][CH2:7][CH2:8][O:9][C:10]2[CH:15]=[CH:14][C:13]([C:16]3([CH2:22][NH2:23])[CH2:21][CH2:20][O:19][CH2:18][CH2:17]3)=[CH:12][CH:11]=2)[CH2:5][CH2:4][CH2:3][CH2:2]1.Cl[C:25]1[N:30]=[CH:29][CH:28]=[CH:27][N:26]=1.C(N(CC)C(C)C)(C)C>CN1CCCC1=O>[N:1]1([CH2:6][CH2:7][CH2:8][O:9][C:10]2[CH:15]=[CH:14][C:13]([C:16]3([CH2:22][NH:23][C:25]4[N:30]=[CH:29][CH:28]=[CH:27][N:26]=4)[CH2:17][CH2:18][O:19][CH2:20][CH2:21]3)=[CH:12][CH:11]=2)[CH2:5][CH2:4][CH2:3][CH2:2]1. Procedure details: A mixture of {4-[4-(3-pyrrolidin-1-ylpropoxy)phenyl]tetrahydropyran-4-yl}methylamine (100 mg, 0.314 mmol), 2-chloropyrimidine (50 mg, 0.346 mmol) and N,N-diisopropylethylamine (112 μl, 0.629 mmol) in N-methylpyrrolidinone (0.5 ml) was heated at 180° C. in the microwave (Smith Personal Synthesiser) for 600 seconds. The reaction mixture was partitioned between ethyl acetate (10 ml) and saturated NaHCO3 (10 ml). The organic washings were dried over Na2SO4 and concentrated in vacuo to give an oil. T... Reactants: C(C1=CC=CC=C1)OC1=CC=C2C(=N1)N(C(N2)=O)C2=C(C=CC=C2)F (5-(benzyloxy)-3-(2-fluorophenyl)-1H-imidazo[4,5-b]pyridin-2(3H)-one), P(=O)(Br)(Br)Br (POBr3), C(=O)(O)[O-].[Na+] (NaHCO3). Run in C1(=CC=CC=C1)C (toluene). Product: C(C1=CC=CC=C1)OC1=CC=C2C(=N1)N(C(=N2)Br)C2=C(C=CC=C2)F (5-(Benzyloxy)-2-bromo-3-(2-fluorophenyl)-3H-imidazo[4,5-b]pyridine). Yield: 51.1%. As a reaction SMILES: [CH2:1]([O:8][C:9]1[N:14]=[C:13]2[N:15]([C:19]3[CH:24]=[CH:23][CH:22]=[CH:21][C:20]=3[F:25])[C:16](=O)[NH:17][C:12]2=[CH:11][CH:10]=1)[C:2]1[CH:7]=[CH:6][CH:5]=[CH:4][CH:3]=1.P(Br)(Br)([Br:28])=O.C([O-])(O)=O.[Na+]>C1(C)C=CC=CC=1>[CH2:1]([O:8][C:9]1[N:14]=[C:13]2[N:15]([C:19]3[CH:24]=[CH:23][CH:22]=[CH:21][C:20]=3[F:25])[C:16]([Br:28])=[N:17][C:12]2=[CH:11][CH:10]=1)[C:2]1[CH:7]=[CH:6][CH:5]=[CH:4][CH:3]=1 |f:2.3|. Reported procedure: A solution of 5-(benzyloxy)-3-(2-fluorophenyl)-1H-imidazo[4,5-b]pyridin-2(3H)-one (244 mg, 0.728 mmol) and POBr3 (2.086 g, 7.28 mmol) in toluene (30 mL) was heated to 100° C. for 72 h in a 40 mL sealed scintillation vial. After cooling to room temperature, the reaction mixture was poured into saturated aqueous NaHCO3 (200 mL) and the mixture was extracted with EtOAc. The organics were washed with brine, dried over MgSO4, filtered, and concentrated to give the title compound (148 mg). LCMS m/z=39... Starting materials: C1CCOC1, C(=NC1CCCCC1)=NC1CCCCC1, CN1CN=C2C=C(Nc3ccc(I)cc3F)C(F)(C(=O)O)C=C21, Oc1c(F)c(F)c(F)c(F)c1F. Product: CN1CN=C2C=C(Nc3ccc(I)cc3F)C(F)(C(=O)Oc3c(F)c(F)c(F)c(F)c3F)C=C21. RXN SMILES: [CH2:51]1[O:52][CH2:53][CH2:54][CH2:55]1.[CH:36]1([N:37]=[C:38]=[N:39][CH:40]2[CH2:41][CH2:42][CH2:43][CH2:44][CH2:45]2)[CH2:46][CH2:47][CH2:48][CH2:49][CH2:50]1.[F:13][C:14]1([C:33](=[O:34])[OH:35])[CH:15]=[C:16]2[C:17](=[N:18][CH2:19][N:20]2[CH3:21])[CH:22]=[C:23]1[NH:24][c:25]1[c:26]([F:32])[cH:27][c:28]([I:31])[cH:29][cH:30]1.[F:1][c:2]1[c:3]([F:12])[c:4]([F:11])[c:5]([F:10])[c:6]([F:9])[c:7]1[OH:8]>>[F:1][c:2]1[c:3]([F:12])[c:4]([F:11])[c:5]([F:10])[c:6]([F:9])[c:7]1[O:8][C:33]([C:14]1([F:13])[CH:15]=[C:16]2[C:17](=[N:18][CH2:19][N:20]2[CH3:21])[CH:22]=[C:23]1[NH:24][c:25]1[c:26]([F:32])[cH:27][c:28]([I:31])[cH:29][cH:30]1)=[O:34]. Reactants: O=C([O-])[O-], COC(=O)c1cc2cc(O)ccc2[nH]1, O=[N+]([O-])c1ccc(Cl)nc1, [K+], [K+], CN(C)C=O, O. Yields the product COC(=O)c1cc2cc(Oc3ccc([N+](=O)[O-])cn3)ccc2[nH]1. Reaction SMILES: [C:25](=[O:26])([O-:27])[O-:28].[CH3:1][O:2][C:3](=[O:4])[c:5]1[nH:6][c:7]2[cH:8][cH:9][c:10]([OH:14])[cH:11][c:12]2[cH:13]1.[Cl:15][c:16]1[n:17][cH:18][c:19]([N+:22](=[O:23])[O-:24])[cH:20][cH:21]1.[K+:29].[K+:30].[O:32]=[CH:33][N:34]([CH3:35])[CH3:36].[OH2:31]>>[CH3:1][O:2][C:3](=[O:4])[c:5]1[nH:6][c:7]2[cH:8][cH:9][c:10]([O:14][c:16]3[n:17][cH:18][c:19]([N+:22](=[O:23])[O-:24])[cH:20][cH:21]3)[cH:11][c:12]2[cH:13]1. The reactants are C(C)(C)(C)OC(=O)NC(CC(C)=O)C1=CC(=C(C=C1)OC)OCC ((tert-butoxy)-N-[1-(3-ethoxy-4-methoxyphenyl)-3-oxobutyl]carboxamide), [BH4-].[Na+] (sodium borohydride). Solvent: CO (methanol), O1CCCC1 (tetrahydrofuran), C(C)(=O)OCC (ethyl acetate). Conditions: temperature -15 celsius, time 4 hour. Product: C(C)(C)(C)OC(=O)NC(CC(C)O)C1=CC(=C(C=C1)OC)OCC ((tert-butoxy)-N-[1-(3-ethoxy-4-methoxyphenyl)-3-hydroxybutyl)carboxamide). Reaction SMILES: [C:1]([O:5][C:6]([NH:8][CH:9]([C:14]1[CH:19]=[CH:18][C:17]([O:20][CH3:21])=[C:16]([O:22][CH2:23][CH3:24])[CH:15]=1)[CH2:10][C:11](=[O:13])[CH3:12])=[O:7])([CH3:4])([CH3:3])[CH3:2].[BH4-].[Na+]>CO.O1CCCC1.C(OCC)(=O)C>[C:1]([O:5][C:6]([NH:8][CH:9]([C:14]1[CH:19]=[CH:18][C:17]([O:20][CH3:21])=[C:16]([O:22][CH2:23][CH3:24])[CH:15]=1)[CH2:10][CH:11]([OH:13])[CH3:12])=[O:7])([CH3:3])([CH3:4])[CH3:2] |f:1.2|. Procedure details: A mixture of (tert-butoxy)-N-[1-(3-ethoxy-4-methoxyphenyl)-3-oxobutyl]carboxamide (2.0 g, 5.92 mmol) and sodium borohydride (0.4 g, 12.0 mmol) in methanol (40 mL) and tetrahydrofuran (10 mL) was stirred at −10 to −20° C. for 4 hours. The mixture was quenched with water (10 mL) and then concentrated in vacuo to afford an oil. The oil was dissolved in ethyl acetate and washed with water, brine, dried, and concentrated in vacuo to afford an oil. The oil was purified by chromatography (silica gel, m...